This data is from the Open Reaction Database (ORD), a public repository of structured organic reaction records. The task is: describe an organic reaction: reactants, conditions, products, and yield Reactants: CNCC=1N=C(SC1)NC(OC(C)(C)C)=O (tert-butyl 4-((methylamino)methyl)thiazol-2-ylcarbamate), CNCC=1N=C(SC1)NC(OC(C)(C)C)=O (tert-butyl 4-((methylamino)methyl)thiazol-2-ylcarbamate), CC=1C(=NC=CN1)C(=O)O (3-methylpyrazine-2-carboxylic acid), C1CCC(CC1)N=C=NC2CCCCC2 (DCC). The solvent is C(Cl)Cl (CH2Cl2). Conditions: time 2 hour. Yields the product CN(C(=O)C=1C(=NC=CN1)C)CC=1N=C(SC1)NC(OC(C)(C)C)=O (tert-butyl 4-((N,2-dimethylpyrazine-3-carboxamido)methyl)thiazol-2-ylcarbamate). Isolated yield 67.9%. RXN SMILES: [CH3:1][NH:2][CH2:3][C:4]1[N:5]=[C:6]([NH:9][C:10](=[O:16])[O:11][C:12]([CH3:15])([CH3:14])[CH3:13])[S:7][CH:8]=1.[CH3:17][C:18]1[C:19]([C:24](O)=[O:25])=[N:20][CH:21]=[CH:22][N:23]=1.C1CCC(N=C=NC2CCCCC2)CC1>C(Cl)Cl>[CH3:1][N:2]([CH2:3][C:4]1[N:5]=[C:6]([NH:9][C:10](=[O:16])[O:11][C:12]([CH3:13])([CH3:15])[CH3:14])[S:7][CH:8]=1)[C:24]([C:19]1[C:18]([CH3:17])=[N:23][CH:22]=[CH:21][N:20]=1)=[O:25]. Procedure: To a solution of tert-butyl 4-((methylamino)methyl)thiazol-2-ylcarbamate (Intermediate 17, 1.30 g, 5.3 mmol) and 3-methylpyrazine-2-carboxylic acid (1.1 g, 8 mmol) in CH2Cl2 (25 mL) was added DCC (1.64 g, 8 mmol). The mixture was stirred for 2 hours and the solids were removed by filtration. The filtrate was concentrated in vacuo and purified by column chromatography (2% MeOH in CH2Cl2, Rf=0.15) to afford tert-butyl 4-((N,2-dimethylpyrazine-3-carboxamido)methyl)thiazol-2-ylcarbamate (1.30 g, 3.6... Starting materials: BrC1=CC=2C(CCC(C2C=C1C)(C)C)(C)C (2-bromo-3-methyl-5,5,8,8-tetramethyl-5,6,7,8-tetrahydronaphthalene), BrN1C(CCC1=O)=O (N-bromosuccinimide). The reagents and catalysts are C(C1=CC=CC=C1)(=O)OOC(C1=CC=CC=C1)=O (benzoyl peroxide). The solvent is petroleum ether, C(Cl)(Cl)(Cl)Cl (carbon tetrachloride). The product is BrC1=CC=2C(CCC(C2C=C1CBr)(C)C)(C)C (2-bromo-3-bromomethyl-5,5,8,8-tetramethyl-5,6,7,8-tetrahydronaphthalene). Isolated yield 112.5%. RXN SMILES: [Br:1][C:2]1[C:11]([CH3:12])=[CH:10][C:9]2[C:8]([CH3:14])([CH3:13])[CH2:7][CH2:6][C:5]([CH3:16])([CH3:15])[C:4]=2[CH:3]=1.[Br:17]N1C(=O)CCC1=O>C(Cl)(Cl)(Cl)Cl.C(OOC(=O)C1C=CC=CC=1)(=O)C1C=CC=CC=1>[Br:1][C:2]1[C:11]([CH2:12][Br:17])=[CH:10][C:9]2[C:8]([CH3:14])([CH3:13])[CH2:7][CH2:6][C:5]([CH3:16])([CH3:15])[C:4]=2[CH:3]=1. Procedure details: To a solution of 12.0 g (281 mmol) of 2-bromo-3-methyl-5,5,8,8-tetramethyl-5,6,7,8-tetrahydronaphthalene in 84 mL carbon tetrachloride was added 7.59 g (42.7 mmol) of N-bromosuccinimide and 0.310 g (1.28 mmol) of benzoyl peroxide. This was heated to reflux for 40 minutes and then cooled to room temperature. To the cooled solution was added 170 mL petroleum ether and the solution was filtered and concentrated in vacuo to give 17.3 g of 2-bromo-3-bromomethyl-5,5,8,8-tetramethyl-5,6,7,8-tetrahydron... Starting materials: BrCCCO (3-bromopropanol), ClC1=C(C=CC(=C1)Cl)O (2,4-dichlorophenol), N12CCCCCC2=NCCC1 (1,8-diazabicyclo[5.4.0]undec-7-ene). Solvent: C(C)(C)O (isopropanol), C(C)(C)O (isopropanol), C(Cl)Cl (methylene chloride). Yields the product ClC1=C(OCCCO)C=CC(=C1)Cl (3-(2,4-Dichlorophenoxy)-1-propanol). The yield is 105.9%. RXN SMILES: Br[CH2:2][CH2:3][CH2:4][OH:5].[Cl:6][C:7]1[CH:12]=[C:11]([Cl:13])[CH:10]=[CH:9][C:8]=1[OH:14].N12CCCN=C1CCCCC2>C(O)(C)C.C(Cl)Cl>[Cl:6][C:7]1[CH:12]=[C:11]([Cl:13])[CH:10]=[CH:9][C:8]=1[O:14][CH2:2][CH2:3][CH2:4][OH:5]. Reported procedure: A solution of 3-bromopropanol (53.86 g, 0.368 mol) in isopropanol is added dropwise to a mixture of 2,4-dichlorophenol (50 g, 0.307 mol) and 1,8-diazabicyclo[5.4.0]undec-7-ene (70.05 g, 0.406 mol) in isopropanol at reflux. The reaction mixture is heated at reflux for 3 hours and concentrated in vacuo to obtain a residue. The residue is dissolved in methylene chloride and the organic solution is washed sequentially with 0.5N sodium hydroxide solution, 1M hydrochloric acid and brine, dried over Mg...